This data is from the Open Reaction Database (ORD), a public repository of structured organic reaction records. The task is: describe an organic reaction: reactants, conditions, products, and yield Starting materials: ClC1=CC=C(OC(C(=O)OC)(C(F)(F)F)C)C=C1 ((±)-methyl 2-(4-chlorophenoxy)-3,3,3-trifluoro-2 -methylpropionate), CO (methanol), [OH-].[K+] (potassium hydroxide). The solvent is O (water). Reaction conditions: time 10 minute. Yields the product ClC1=CC=C(OC(C(=O)O)(C(F)(F)F)C)C=C1 ((±)-2-(4-chlorophenoxy)-3,3,3-trifluoro-2-methylpropionic acid). Reaction SMILES: [Cl:1][C:2]1[CH:18]=[CH:17][C:5]([O:6][C:7]([CH3:16])([C:12]([F:15])([F:14])[F:13])[C:8]([O:10]C)=[O:9])=[CH:4][CH:3]=1.CO.[OH-].[K+]>O>[Cl:1][C:2]1[CH:3]=[CH:4][C:5]([O:6][C:7]([CH3:16])([C:12]([F:13])([F:14])[F:15])[C:8]([OH:10])=[O:9])=[CH:17][CH:18]=1 |f:2.3|. Procedure details: A mixture of (±)-methyl 2-(4-chlorophenoxy)-3,3,3-trifluoro-2 -methylpropionate (1.41 g.), methanol (4.0 ml.), and 4.5 N-aqueous potassium hydroxide (2.3 ml.) is stirred at ambient temperature for 10 minutes. The resulting solution is diluted with water, washed with ether, acidified with concentrated hydrochloric acid, and extracted with ether. The extract is washed with water, dried with sodium sulphate and evaporated to a residue which is crystallised from light petroleum (b.p. 60°-80° C.) to ... The reactants are N[C@@H](CCCCN)C(=O)O (lysine), C1(=CC=C(C=C1)S(=O)(=O)O)C (para toluene sulphonic acid), C(C1=CC=CC=C1)O (benzyl alcohol), O (water), O.C1(=CC=C(C=C1)S(=O)(=O)O)C (p-toluene sulphonic acid monohydrate). Solvent: C1(=CC=CC=C1)C (toluene). Product: C(C1=CC=CC=C1)OC(=O)N[C@@H](CCCCN)C(=O)OCC1=CC=CC=C1.C1(=CC=C(C=C1)S(=O)(=O)[O-])C (Nα-Benzyloxycarbonyl-O-benzyl-(L)-lysine p-toluene sulphonate). Isolated yield 62.0%. Reaction SMILES: [NH2:1][C@H:2]([C:8]([OH:10])=[O:9])[CH2:3][CH2:4][CH2:5][CH2:6][NH2:7].[C:11]1([CH3:21])[CH:16]=[CH:15][C:14]([S:17]([OH:20])(=[O:19])=[O:18])=[CH:13][CH:12]=1.[OH2:22].O.[C:24]1([CH3:34])[CH:29]=[CH:28][C:27](S(O)(=O)=O)=[CH:26][CH:25]=1.[CH2:35]([OH:42])C1C=CC=CC=1>C1(C)C=CC=CC=1>[CH2:21]([O:22][C:35]([NH:1][C@H:2]([C:8]([O:10][CH2:34][C:24]1[CH:29]=[CH:28][CH:27]=[CH:26][CH:25]=1)=[O:9])[CH2:3][CH2:4][CH2:5][CH2:6][NH2:7])=[O:42])[C:11]1[CH:16]=[CH:15][CH:14]=[CH:13][CH:12]=1.[C:11]1([CH3:21])[CH:12]=[CH:13][C:14]([S:17]([O-:20])(=[O:18])=[O:19])=[CH:15][CH:16]=1 |f:3.4,7.8|. Procedure: Nα-Banzyloxycarbonyl (L) lysine (10 g; 35.7 mmol) in benzyl alcohol (30 cm3), toluene (30 cm3) and para toluene sulphonic acid (6.93 g) was heated under reflux. The water evolved from the reaction and from the p-toluene sulphonic acid monohydrate was collected azeotropically using a Dean and Stark apparatus. Refluxing was continued until the water was no longer collected. The reaction mixture was allowed to cool, when crystals formed. The crystals were filtered off and dried, yield=5 g. The prot... Reactants: C(C)(=O)Cl (Acetyl chloride), NC(CO)CO (2-aminopropane-1,3-diol), C(C1=CC=CC=C1)OCN1C=C(C=2N=CN=C(C21)OC)C=O (5-(benzyloxymethyl)-4-methoxy-5H-pyrrolo[3,2-d]pyrimidine-7-carbaldehyde), C(#N)[BH3-].[Na+] (Sodium cyanoborohydride). Solvent: CO (MeOH). Run at time 8 hour. The product is C(C1=CC=CC=C1)OCN1C=C(C=2N=CN=C(C21)OC)CNC(CO)CO (2-((5-(benzyloxymethyl)-4-methoxy-5H-pyrrolo[3,2-d]pyrimidin-7-yl)methylamino)-propane-1,3-diol). Isolated yield 77.0%. Reaction SMILES: C(Cl)(=O)C.[NH2:5][CH:6]([CH2:9][OH:10])[CH2:7][OH:8].[CH2:11]([O:18][CH2:19][N:20]1[C:28]2[C:27]([O:29][CH3:30])=[N:26][CH:25]=[N:24][C:23]=2[C:22]([CH:31]=O)=[CH:21]1)[C:12]1[CH:17]=[CH:16][CH:15]=[CH:14][CH:13]=1.C([BH3-])#N.[Na+]>CO>[CH2:11]([O:18][CH2:19][N:20]1[C:28]2[C:27]([O:29][CH3:30])=[N:26][CH:25]=[N:24][C:23]=2[C:22]([CH2:31][NH:5][CH:6]([CH2:9][OH:10])[CH2:7][OH:8])=[CH:21]1)[C:12]1[CH:17]=[CH:16][CH:15]=[CH:14][CH:13]=1 |f:3.4|. Reported procedure: Acetyl chloride (0.117 ml, 1.65 mmol) was added to a stirred solution of 2-aminopropane-1,3-diol (0.3 g, 3.29 mmol) and 5-(benzyloxymethyl)-4-methoxy-5H-pyrrolo[3,2-d]pyrimidine-7-carbaldehyde (0.196 g, 0.659 mmol, prepared as in G. B. Evans, R. H. Furneaux, A, Lewandowicz, V. L. Schramm and P. C. Tyler, J. Med. Chem., 2003, 46, 3412) in MeOH (5 ml). Sodium cyanoborohydride (0.062 g, 0.988 mmol) was added and the mixture was stirred at rt overnight. The solvent was evaporated and the residue chr... Reactants: ClC=1C=C(C(=O)OO)C=CC1 (m-Chloroperoxybenzoic acid), CC(=C)CC(CC(CCC)C)C (2,4,6-trimethyl-1-nonene). Run in C(Cl)Cl (methylene chloride). Reaction conditions: temperature 10 celsius, time 1 hour. Product: CC1(CO1)CC(CC(CCC)C)C (2,4,6-trimethyl-1,2-epoxynonane). As a reaction SMILES: ClC1C=C(C=CC=1)C(OO)=[O:6].[CH3:12][C:13]([CH2:15][CH:16]([CH3:23])[CH2:17][CH:18]([CH3:22])[CH2:19][CH2:20][CH3:21])=[CH2:14]>C(Cl)Cl>[CH3:14][C:13]1([CH2:15][CH:16]([CH3:23])[CH2:17][CH:18]([CH3:22])[CH2:19][CH2:20][CH3:21])[O:6][CH2:12]1. Procedure details: m-Chloroperoxybenzoic acid (7.31 g, 60% purity, 25.42 mmol) was added to a stirred solution of 2,4,6-trimethyl-1-nonene (5) (3.56 g, 21.19 mmol) in 70 ml of dry methylene chloride in a 250 ml flask in an ice bath. The chilled reaction mixture was stirred for one hour, and then stirred vigorously overnight at room temperature. The reaction mixture was cooled to 10° C. before filtering out a white slurry, which was washed with cooled methylene chloride. The combined filtrates were washed three tim... Reactants: [BH4-].[Na+] (sodium borohydride), BrC1=CC2=C(SC3=C(C(C2)=O)C=CC=C3)C=C1 (2-bromo- 10,11-dihydro-dibenzo[b,f]thiepin-10-one), O (water). Run in C(C)O (ethanol). Conditions: time 1 hour. The product is BrC1=CC2=C(SC3=C(C(C2)O)C=CC=C3)C=C1 (2-bromo- 10,11-dihydro-dibenzo-[b,f]thiepin-10-ol). As a reaction SMILES: [Br:1][C:2]1[CH:17]=[CH:16][C:5]2[S:6][C:7]3[CH:15]=[CH:14][CH:13]=[CH:12][C:8]=3[C:9](=[O:11])[CH2:10][C:4]=2[CH:3]=1.[BH4-].[Na+].O>C(O)C>[Br:1][C:2]1[CH:17]=[CH:16][C:5]2[S:6][C:7]3[CH:15]=[CH:14][CH:13]=[CH:12][C:8]=3[CH:9]([OH:11])[CH2:10][C:4]=2[CH:3]=1 |f:1.2|. Procedure details: 50 g of 2-bromo- 10,11-dihydro-dibenzo[b,f]thiepin-10-one are dispersed in 250 ml of ethanol, treated with 9.9 g of sodium borohydride and stirred for 1 hour. After the addition of water, the mixture is extracted with ether. The organic phase is washed with water, dried over magnesium sulphate and evaporated. There is obtained 2-bromo- 10,11-dihydro-dibenzo-[b,f]thiepin-10-ol of melting point 108°-110° C. Reactants: COC1=C(OC=2C(=C3C=C(N(C3=CC2)C(=O)OC(C)(C)C)C(F)(F)F)[N+](=O)[O-])C=CC(=C1)CC(=O)OC (tert-Butyl 5-(2-methoxy-4-(2-methoxy-2-oxoethyl)phenoxy)-4-nitro-2-(trifluoromethyl)-1H-indole-1-carboxylate). The reagents and catalysts are [Pd] (Pd/C). The solvent is CO (methanol). Reaction conditions: time 1 hour. Product: NC1=C2C=C(NC2=CC=C1OC1=C(C=C(C=C1)CC(=O)OC)OC)C(F)(F)F (Methyl 2-(4-(4-amino-2-(trifluoromethyl)-1H-indol-5-yloxy)-3-methoxyphenyl)acetate). As a reaction SMILES: [CH3:1][O:2][C:3]1[CH:32]=[C:31]([CH2:33][C:34]([O:36][CH3:37])=[O:35])[CH:30]=[CH:29][C:4]=1[O:5][C:6]1[C:7]([N+:26]([O-])=O)=[C:8]2[C:12](=[CH:13][CH:14]=1)[N:11](C(OC(C)(C)C)=O)[C:10]([C:22]([F:25])([F:24])[F:23])=[CH:9]2>CO.[Pd]>[NH2:26][C:7]1[C:6]([O:5][C:4]2[CH:29]=[CH:30][C:31]([CH2:33][C:34]([O:36][CH3:37])=[O:35])=[CH:32][C:3]=2[O:2][CH3:1])=[CH:14][CH:13]=[C:12]2[C:8]=1[CH:9]=[C:10]([C:22]([F:25])([F:23])[F:24])[NH:11]2. Procedure: To a solution of 14.4 (0.020 g, 0.047 mmol) in methanol (2 mL), was added 10% Pd/C (0.006 g, 0.005 mmol). The mixture was stirred under hydrogen at room temperature for 1 h. Solvent was removed after filtration to give a residue. MS ESI (pos.) m/z: 395.1 (M+H)+. The reactants are BrC(Br)Br, CCOC(=O)Nc1nc2c(N)nc(SCc3cccc(F)c3F)nc2[nH]1. Yields the product CCOC(=O)Nc1nc2c(Br)nc(SCc3cccc(F)c3F)nc2[nH]1. As a reaction SMILES: [CH:27]([Br:28])([Br:29])[Br:30].[NH2:1][c:2]1[c:3]2[n:4][c:5]([NH:21][C:22]([O:23][CH2:24][CH3:25])=[O:26])[nH:6][c:7]2[n:8][c:9]([S:11][CH2:12][c:13]2[c:14]([F:20])[c:15]([F:19])[cH:16][cH:17][cH:18]2)[n:10]1>>[c:2]1([Br:28])[c:3]2[n:4][c:5]([NH:21][C:22]([O:23][CH2:24][CH3:25])=[O:26])[nH:6][c:7]2[n:8][c:9]([S:11][CH2:12][c:13]2[c:14]([F:20])[c:15]([F:19])[cH:16][cH:17][cH:18]2)[n:10]1.